Dataset: the Open Reaction Database (ORD), a public repository of structured organic reaction records. Task: describe an organic reaction: reactants, conditions, products, and yield Starting materials: C(C1=CC=CC=C1)SC[C@H](N)C(=O)N1[C@H](C(=O)N[C@@H](CC(C)C)C(=O)NCC(=O)N)CCC1 (S-benzyl-L-cysteinyl-L-prolyl-L-leucyl-glycinamide), [N+](=O)([O-])C1=CC=C(C=C1)OC([C@@H](NC(=O)OCC1=CC=CC=C1)CC(N)=O)=O (benzyloxycarbonyl-L-asparagine p-nitrophenyl ester), CN(C=O)C (dimethylformamide). Reaction conditions: time 48 hour. Solvent: C(C)(=O)OCC (ethyl acetate). Procedure: To a solution of S-benzyl-L-cysteinyl-L-prolyl-L-leucyl-glycinamide (0.502 g.) in ethyl acetate (3 ml.) benzyloxycarbonyl-L-asparagine p-nitrophenyl ester (0.387 g., 1.0 mmol) was added and the suspension stirred at room temperature for 48 hr. The precipitate which formed was collected by filtration and washed with ethyl acetate (20 ml.) and ethanol (5 ml.), and then dried. The crude benzyloxycarbonyl-L-asparaginyl-S-benzyl-L-cysteinyl-L-prolyl-L-leucyl-glycinamide was recrystallized from 40% me... Reaction SMILES: [CH2:1]([S:8][CH2:9][C@@H:10]([C:12]([N:14]1[CH2:33][CH2:32][CH2:31][C@H:15]1[C:16]([NH:18][C@H:19]([C:24]([NH:26][CH2:27][C:28]([NH2:30])=[O:29])=[O:25])[CH2:20][CH:21]([CH3:23])[CH3:22])=[O:17])=[O:13])[NH2:11])[C:2]1[CH:7]=[CH:6][CH:5]=[CH:4][CH:3]=1.[N+](C1C=CC([O:43][C:44](=O)[C@H:45]([CH2:57][C:58](=[O:60])[NH2:59])[NH:46]C(OCC2C=CC=CC=2)=O)=CC=1)([O-])=O.CN(C)C=O>C(OCC)(=O)C>[NH2:46][C@H:45]([C:44]([NH:11][C@H:10]([C:12]([N:14]1[CH2:33][CH2:32][CH2:31][C@H:15]1[C:16]([NH:18][C@H:19]([C:24]([NH:26][CH2:27][C:28]([NH2:30])=[O:29])=[O:25])[CH2:20][CH:21]([CH3:23])[CH3:22])=[O:17])=[O:13])[CH2:9][S:8][CH2:1][C:2]1[CH:7]=[CH:6][CH:5]=[CH:4][CH:3]=1)=[O:43])[CH2:57][C:58](=[O:60])[NH2:59]. The product is N[C@@H](CC(N)=O)C(=O)N[C@@H](CSCC1=CC=CC=C1)C(=O)N1[C@H](C(=O)N[C@@H](CC(C)C)C(=O)NCC(=O)N)CCC1 (L-asparaginyl-S-benzyl-L-cysteinyl-L-prolyl-L-leucyl-glycinamide). Reactants: Cc1ccccc1, Fc1cc(COC2CCCCO2)c(F)c2c1OCCO2, BrP(Br)Br. Yields the product Fc1cc(CBr)c(F)c2c1OCCO2. Reaction SMILES: [CH3:25][c:26]1[cH:27][cH:28][cH:29][cH:30][cH:31]1.[F:1][c:2]1[c:3]([CH2:13][O:14][CH:15]2[CH2:16][CH2:17][CH2:18][CH2:19][O:20]2)[cH:4][c:5]([F:12])[c:6]2[c:11]1[O:10][CH2:9][CH2:8][O:7]2.[P:21]([Br:22])([Br:23])[Br:24]>>[F:1][c:2]1[c:3]([CH2:13][Br:22])[cH:4][c:5]([F:12])[c:6]2[c:11]1[O:10][CH2:9][CH2:8][O:7]2. Reactants: C(C1=CC=CC=C1)C1=C(N=C(O1)C1=C(C=CC(=C1)F)F)C(=O)OCC (ethyl 5-benzyl-2-(2,5-difluorophenyl)oxazole-4-carboxylate), [Li+].[BH4-] (LiBH4). Solvent: C1CCOC1 (THF). Reaction conditions: time 8 hour. Product: C(C1=CC=CC=C1)C1=C(N=C(O1)C1=C(C=CC(=C1)F)F)CO ((5-benzyl-2-(2,5-difluorophenyl)oxazol-4-yl)methanol). Yield: 88.8%. Reaction SMILES: [CH2:1]([C:8]1[O:12][C:11]([C:13]2[CH:18]=[C:17]([F:19])[CH:16]=[CH:15][C:14]=2[F:20])=[N:10][C:9]=1[C:21](OCC)=[O:22])[C:2]1[CH:7]=[CH:6][CH:5]=[CH:4][CH:3]=1.[Li+].[BH4-]>C1COCC1>[CH2:1]([C:8]1[O:12][C:11]([C:13]2[CH:18]=[C:17]([F:19])[CH:16]=[CH:15][C:14]=2[F:20])=[N:10][C:9]=1[CH2:21][OH:22])[C:2]1[CH:3]=[CH:4][CH:5]=[CH:6][CH:7]=1 |f:1.2|. Procedure details: To a solution of ethyl 5-benzyl-2-(2,5-difluorophenyl)oxazole-4-carboxylate (590 mg, 1.72 mmol) in THF (8.6 mL) was slowly added LiBH4 (56.2 mg, 2.58 mmol) at room temperature. The reaction mixture was stirred for overnight. After quenched with water, the reaction mixture was extracted with EtOAc. The organic layers was washed with saturated NaHCO3 solution and brine, dried over anhydrous Na2SO4, filtered, and concentrated. The crude product was purified by automatic column chromatography (0 to ... The reactants are F[B-](F)(F)F, CCOC(C)=O, CCO, Cc1cc(C(=O)O)ccc1C(=O)N1CCCC1, CCN(C(C)C)C(C)C, NC1(c2nc3cc(Cl)ccc3[nH]2)CC1, Cl, C1CCOC1, CN(C)C(On1nnc2ccccc21)=[N+](C)C. Product: Cc1cc(C(=O)NC2(c3nc4cc(Cl)ccc4[nH]3)CC2)ccc1C(=O)N1CCCC1. As a reaction SMILES: [B-:18]([F:19])([F:20])([F:21])[F:22].[C:72]([O:73][CH2:74][CH3:75])(=[O:76])[CH3:77].[CH2:69]([OH:70])[CH3:71].[CH3:1][c:2]1[cH:3][c:4]([C:5](=[O:6])[OH:7])[cH:8][cH:9][c:10]1[C:11](=[O:12])[N:13]1[CH2:14][CH2:15][CH2:16][CH2:17]1.[CH:40]([N:41]([CH:42]([CH3:43])[CH3:44])[CH2:45][CH3:46])([CH3:47])[CH3:48].[Cl:49][c:50]1[cH:51][c:52]2[c:53]([nH:54][c:55]([C:57]3([NH2:60])[CH2:58][CH2:59]3)[n:56]2)[cH:61][cH:62]1.[Cl:63].[O:64]1[CH2:65][CH2:66][CH2:67][CH2:68]1.[n:23]1([O:24][C:25]([N:26]([CH3:27])[CH3:28])=[N+:29]([CH3:30])[CH3:31])[c:32]2[cH:33][cH:34][cH:35][cH:36][c:37]2[n:38][n:39]1>>[CH3:1][c:2]1[cH:3][c:4]([C:5](=[O:7])[NH:60][C:57]2([c:55]3[nH:54][c:53]4[c:52]([cH:51][c:50]([Cl:49])[cH:62][cH:61]4)[n:56]3)[CH2:58][CH2:59]2)[cH:8][cH:9][c:10]1[C:11](=[O:12])[N:13]1[CH2:14][CH2:15][CH2:16][CH2:17]1. Starting materials: CN1CC2CNCC2C1 (3-methyl-3,7-diazabicyclo[3.3.0]octane), BrC1=CC=2C(C3=CC(=CC=C3C2C=C1)Br)=O (2,7-dibromofluoren-9-one), C1(=CC=CC=C1)P(C1=C(C2=CC=CC=C2C=C1)C1=C(C=CC2=CC=CC=C12)P(C1=CC=CC=C1)C1=CC=CC=C1)C1=CC=CC=C1 (racemic-2,2′-bis(diphenylphosphino)-1,1′-binaphthyl), CC(C)([O-])C.[Na+] (sodium tert-butoxide). Reagents/catalysts: C=1C=CC(=CC1)/C=C/C(=O)/C=C/C2=CC=CC=C2.C=1C=CC(=CC1)/C=C/C(=O)/C=C/C2=CC=CC=C2.C=1C=CC(=CC1)/C=C/C(=O)/C=C/C2=CC=CC=C2.[Pd].[Pd] (tris(dibenzylideneacetone)dipalladium). The solvent is C1(=CC=CC=C1)C (toluene). Reaction conditions: temperature 90 celsius, time 16 hour. The product is BrC1=CC=2C(C3=CC(=CC=C3C2C=C1)N1CC2CN(CC2C1)C)=O (2-Bromo-7-(5-methylhexahydropyrrolo[3,4-c]pyrrol-2-yl)-fluoren-9-one). The yield is 43.5%. RXN SMILES: [CH3:1][N:2]1[CH2:9][CH:8]2[CH:4]([CH2:5][NH:6][CH2:7]2)[CH2:3]1.Br[C:11]1[CH:23]=[CH:22][C:21]2[C:20]3[C:15](=[CH:16][C:17]([Br:24])=[CH:18][CH:19]=3)[C:14](=[O:25])[C:13]=2[CH:12]=1.C1(P(C2C=CC=CC=2)C2C=CC3C(=CC=CC=3)C=2C2C3C(=CC=CC=3)C=CC=2P(C2C=CC=CC=2)C2C=CC=CC=2)C=CC=CC=1.CC(C)([O-])C.[Na+]>C1(C)C=CC=CC=1.C1C=CC(/C=C/C(/C=C/C2C=CC=CC=2)=O)=CC=1.C1C=CC(/C=C/C(/C=C/C2C=CC=CC=2)=O)=CC=1.C1C=CC(/C=C/C(/C=C/C2C=CC=CC=2)=O)=CC=1.[Pd].[Pd]>[Br:24][C:17]1[CH:18]=[CH:19][C:20]2[C:21]3[C:13](=[CH:12][C:11]([N:6]4[CH2:7][CH:8]5[CH:4]([CH2:3][N:2]([CH3:1])[CH2:9]5)[CH2:5]4)=[CH:23][CH:22]=3)[C:14](=[O:25])[C:15]=2[CH:16]=1 |f:3.4,6.7.8.9.10|. Procedure details: A mixture of 3-methyl-3,7-diazabicyclo[3.3.0]octane (297 mg, 2.36 mmol; see Example 54C), 2,7-dibromofluoren-9-one (680 g, 2.01 mmol; Aldrich), tris(dibenzylideneacetone)dipalladium (0) (Pd2 dba3; 37 mg, 0.040 mmol; Alfa), racemic-2,2′-bis(diphenylphosphino)-1,1′-binaphthyl (BINAP; 63 mg, 0.10 mmol; Strem) and sodium tert-butoxide (270 mg, 2.81 mmol; Acros) in 10 mL toluene was warmed to 90° C. and stirred for 16 h. The reaction mixture was cooled to ambient temperature and filtered through Celi... Starting materials: C(C)OC(=O)C1=NC2=CC(=CC=C2NC1=O)C (ethyl-3,4-dihydro-7-methyl-3-oxoquinoxaline-2-carboxylate), [N+](=O)(O)[O-] (nitric acid), ice water. Reported procedure: To a solution of ethyl-3,4-dihydro-7-methyl-3-oxoquinoxaline-2-carboxylate (1.65 g, 7.10 mmol) in acetic acid (15 ml) was added dropwise fuming nitric acid (1.36 ml, 14.2 mmol), and the mixture was stirred for 1 hour at 60° C. The reaction mixture was poured into ice water and, after stirring for 25 minutes, the precipitate was collected by filtration. These were air-dried and then dissolved into ethyl acetate. Moreover, the filtrate was extracted with ethyl acetate, which was combined with fore... Yields the product CC1=C(C=C2NC(C(=NC2=C1)C(=O)OCC)=O)[N+](=O)[O-] (Ethyl 3,4-dihydro-7-methyl-6-nitro-3-oxoquinoxaline-2-carboxylate). Yield: 45.1%. RXN SMILES: [CH2:1]([O:3][C:4]([C:6]1[C:15](=[O:16])[NH:14][C:13]2[C:8](=[CH:9][C:10]([CH3:17])=[CH:11][CH:12]=2)[N:7]=1)=[O:5])[CH3:2].[N+:18]([O-])([OH:20])=[O:19]>C(O)(=O)C>[CH3:17][C:10]1[CH:9]=[C:8]2[C:13]([NH:14][C:15](=[O:16])[C:6]([C:4]([O:3][CH2:1][CH3:2])=[O:5])=[N:7]2)=[CH:12][C:11]=1[N+:18]([O-:20])=[O:19]. Conditions: temperature 60 celsius, time 1 hour. Solvent: C(C)(=O)O (acetic acid).